This data is from the Open Reaction Database (ORD), a public repository of structured organic reaction records. The task is: describe an organic reaction: reactants, conditions, products, and yield Starting materials: C1=CC=C2C(=C1)C3=NC4=C5C=CC=CC5=C([N-]4)N=C6C7=CC=CC=C7C(=N6)N=C8C9=CC=CC=C9C(=N8)N=C2[N-]3.[O-2].[Ti+4] (TiOPc), ice water. Run in S(O)(O)(=O)=O (sulfuric acid), S(O)(O)(=O)=O (sulfuric acid). Conditions: temperature 5 celsius, time 1 hour. Product: [Ti].C=1C=CC=2C(C1)=C3NC2N=C4C=5C=CC=CC5C(=N4)N=C6C=7C=CC=CC7C(N6)=NC=8C=9C=CC=CC9C(=N3)N8 (titanium phthalocyanine). As a reaction SMILES: [CH:1]1[CH:6]=[C:5]2[C:7]3[N-:40][C:39]([C:4]2=[CH:3][CH:2]=1)=[N:38][C:36]1=[N:37][C:29]([C:30]2[C:35]1=[CH:34][CH:33]=[CH:32][CH:31]=2)=[N:28][C:26]1=[N:27][C:19]([C:20]2[C:25]1=[CH:24][CH:23]=[CH:22][CH:21]=2)=[N:18][C:16]1[N-:17][C:9](=[C:10]2[C:15]=1[CH:14]=[CH:13][CH:12]=[CH:11]2)[N:8]=3.[O-2].[Ti+4:42]>S(=O)(=O)(O)O>[Ti:42].[CH:12]1[CH:13]=[CH:14][C:15]2[C:10](=[C:9]3[N:8]=[C:7]4[N:40]=[C:39]([C:4]5[CH:3]=[CH:2][CH:1]=[CH:6][C:5]=54)[N:38]=[C:36]4[NH:37][C:29]([C:30]5[CH:31]=[CH:32][CH:33]=[CH:34][C:35]=54)=[N:28][C:26]4=[N:27][C:19]([C:20]5[CH:21]=[CH:22][CH:23]=[CH:24][C:25]=54)=[N:18][C:16]=2[NH:17]3)[CH:11]=1 |f:0.1.2,4.5|. Procedure: Ten parts of the TiOPc crude prepared in Example 1 was gradually dissolved in 40 parts of 97% sulfuric acid at 2° C., and their mixture was stirred for 1 hour with maintaining its temperature at not higher than 5° C. Then, the resulting sulfuric acid solution was slowly poured into 400 parts of ice water with stirring at a high speed, and crystals precipitated were filtrated. The crystals were washed with distilled water until the acid did not remain, and then dried to give 9 parts of a titanium...